From a dataset of the Open Reaction Database (ORD), a public repository of structured organic reaction records. describe an organic reaction: reactants, conditions, products, and yield The reactants are ClC1=CC=C2C(C3=C(N=CN=C3)C2=C1)(O)C1=CC=C(C=C1)Cl (8-chloro-5-(4-chlorophenyl)-5H-indeno[1,2-d]pyrimidin-5-ol), C(C)#N (acetonitrile), C([O-])(O)=O.[K+] (potassium bicarbonate). The solvent is CS(=O)(=O)O (methanesulfonic acid). Conditions: time 18 hour. Yields the product ClC1=CC=C2C(C3=C(N=CN=C3)C2=C1)(C1=CC=C(C=C1)Cl)NC(C)=O (N-[8-chloro-5-(4-chlorophenyl)-5H-indeno[1,2-d]pyrimidin-5-yl]acetamide). As a reaction SMILES: [Cl:1][C:2]1[CH:14]=[C:13]2[C:5]([C:6]([C:16]3[CH:21]=[CH:20][C:19]([Cl:22])=[CH:18][CH:17]=3)(O)[C:7]3[CH:12]=[N:11][CH:10]=[N:9][C:8]=32)=[CH:4][CH:3]=1.C(=O)(O)[O-:24].[K+].[C:28](#[N:30])[CH3:29]>CS(O)(=O)=O>[Cl:1][C:2]1[CH:14]=[C:13]2[C:5]([C:6]([NH:30][C:28](=[O:24])[CH3:29])([C:16]3[CH:21]=[CH:20][C:19]([Cl:22])=[CH:18][CH:17]=3)[C:7]3[CH:12]=[N:11][CH:10]=[N:9][C:8]=32)=[CH:4][CH:3]=1 |f:1.2|. Procedure details: A mixture of 3.0 g of 8-chloro-5-(4-chlorophenyl)-5H-indeno[1,2-d]pyrimidin-5-ol in 15 ml of acetonitrile and 50 ml of methanesulfonic acid were stirred for approximately 18 hours. The reaction mixture was added to a large excess of a potassium bicarbonate solution and the resulting mixture was extracted with ethyl acetate. The organic layer was washed with a saturated sodium chloride solution, dried over magnesium sulfate, and concentrated in vacuo. Crystallization from acetonitrile/water provi... Product: NNc1c(F)cc(F)c(F)c1F. RXN SMILES: [CH3:25][C:26](=[O:27])[OH:28].[Cl-:19].[ClH:16].[F:1][c:2]1[c:3]([NH2:4])[c:5]([F:11])[cH:6][c:7]([F:10])[c:8]1[F:9].[N:12]([O-:13])=[O:14].[Na+:15].[OH2:17].[OH2:18].[S:20](=[O:21])(=[O:22])([OH:23])[OH:24]>>[F:1][c:2]1[c:3]([NH:4][NH2:12])[c:5]([F:11])[cH:6][c:7]([F:10])[c:8]1[F:9]. Reactants: CC(=O)O, [Cl-], Cl, Nc1c(F)cc(F)c(F)c1F, O=N[O-], [Na+], O, O, O=S(=O)(O)O. Reactants: Cl (hydrochloric acid), NC1=CC(=C(C(=O)NCC2CCN(CC2)CCC2(C3=CC=CC=C3)OCCO2)C=C1Cl)OC (4-amino-5-chloro-N-((1-(3,3-ethylenedioxy-3-phenylpropyl)piperidin-4-yl)methyl)-2-methoxybenzamide). Run in CO (Methanol). The product is Cl.NC1=CC(=C(C(=O)NCC2CCN(CC2)CCC(C2=CC=CC=C2)=O)C=C1Cl)OC (4-amino-5-chloro-2-methoxy-N-((1-(3-oxo-3-phenylpropyl)piperidin-4-yl)methyl)benzamide hydrochloride). Isolated yield 154.8%. Reaction SMILES: Cl.[NH2:2][C:3]1[C:31]([Cl:32])=[CH:30][C:6]([C:7]([NH:9][CH2:10][CH:11]2[CH2:16][CH2:15][N:14]([CH2:17][CH2:18][C:19]3(OCC[O:26]3)[C:20]3[CH:25]=[CH:24][CH:23]=[CH:22][CH:21]=3)[CH2:13][CH2:12]2)=[O:8])=[C:5]([O:33][CH3:34])[CH:4]=1>CO>[ClH:32].[NH2:2][C:3]1[C:31]([Cl:32])=[CH:30][C:6]([C:7]([NH:9][CH2:10][CH:11]2[CH2:12][CH2:13][N:14]([CH2:17][CH2:18][C:19](=[O:26])[C:20]3[CH:25]=[CH:24][CH:23]=[CH:22][CH:21]=3)[CH2:15][CH2:16]2)=[O:8])=[C:5]([O:33][CH3:34])[CH:4]=1 |f:3.4|. Reported procedure: Methanol (40 ml) and 1N hydrochloric acid (100 ml) were added to 4-amino-5-chloro-N-((1-(3,3-ethylenedioxy-3-phenylpropyl)piperidin-4-yl)methyl)-2-methoxybenzamide (8.8 g), and the mixture was stirred at refluxing temperature for 1.5 hr. The reaction mixture was further stirred under ice-cooling for 1 hr, and the precipitated crystals were collected by filtration to give 6.7 g of 4-amino-5-chloro-2-methoxy-N-((1-(3-oxo-3-phenylpropyl)piperidin-4-yl)methyl)benzamide hydrochloride. Reactants: FCCBr, CN(C)C=O, [H-], N#CC(C#N)Cc1ccc([N+](=O)[O-])cc1, [Na+]. The product is N#CC(C#N)(CCF)Cc1ccc([N+](=O)[O-])cc1. As a reaction SMILES: [Br:18][CH2:19][CH2:20][F:21].[CH3:22][N:23]([CH3:24])[CH:25]=[O:26].[H-:16].[N+:1](=[O:2])([O-:3])[c:4]1[cH:5][cH:6][c:7]([CH2:8][CH:9]([C:10]#[N:11])[C:12]#[N:13])[cH:14][cH:15]1.[Na+:17]>>[N+:1](=[O:2])([O-:3])[c:4]1[cH:5][cH:6][c:7]([CH2:8][C:9]([C:10]#[N:11])([C:12]#[N:13])[CH2:19][CH2:20][F:21])[cH:14][cH:15]1. Reactants: CC1=NOC(=N1)N (3-methyl-[1,2,4]oxadiazol-5-ylamine), C1(=CC=CC=C1)C(C(=O)Cl)C1=CC=CC=C1 (2,2-diphenylacetic acid chloride). The product is CC1=NOC(=N1)NC(C(C1=CC=CC=C1)C1=CC=CC=C1)=O (N-(3-Methyl-[1,2,4]oxadiazol-5-yl)-2,2-diphenyl-acetamide). RXN SMILES: [CH3:1][C:2]1[N:6]=[C:5]([NH2:7])[O:4][N:3]=1.[C:8]1([CH:14]([C:18]2[CH:23]=[CH:22][CH:21]=[CH:20][CH:19]=2)[C:15](Cl)=[O:16])[CH:13]=[CH:12][CH:11]=[CH:10][CH:9]=1>>[CH3:1][C:2]1[N:6]=[C:5]([NH:7][C:15](=[O:16])[CH:14]([C:8]2[CH:13]=[CH:12][CH:11]=[CH:10][CH:9]=2)[C:18]2[CH:23]=[CH:22][CH:21]=[CH:20][CH:19]=2)[O:4][N:3]=1. Procedure details: The title compound, white solid, m.p. 215° C. and MS: m/e=293 (M+) was prepared in accordance with the general method of example 44a from 3-methyl-[1,2,4]oxadiazol-5-ylamine (Helv. Chim. Acta, 49(1966), 1430-1432) and 2,2-diphenylacetic acid chloride. Reactants: CC(=O)OC(C)=O, COc1cc2c(=O)[nH]cnc2cc1O, c1ccncc1. Yields the product COc1cc2c(=O)[nH]cnc2cc1OC(C)=O. Reaction SMILES: [CH3:15][C:16](=[O:17])[O:18][C:19](=[O:20])[CH3:21].[OH:1][c:2]1[c:3]([O:13][CH3:14])[cH:4][c:5]2[c:6](=[O:12])[nH:7][cH:8][n:9][c:10]2[cH:11]1.[cH:22]1[cH:23][cH:24][n:25][cH:26][cH:27]1>>[O:1]([c:2]1[c:3]([O:13][CH3:14])[cH:4][c:5]2[c:6](=[O:12])[nH:7][cH:8][n:9][c:10]2[cH:11]1)[C:16]([CH3:15])=[O:17]. Starting materials: FC1=CC=C(C=C1)C1=NC(=NC(=C1/C=C/[C@H](C[C@H](CC(=O)O)O)O)C(C)C)N(S(=O)(=O)C)C ((E)-7-[4-(4-Fluorophenyl)-6-isopropyl-2-[methyl(methylsulfonyl)amino]pyrimidin-5-yl](3R,5S)-3,5-dihydroxyhept-6-enoic acid), salt, O.O.[Cl-].[Ca+2].[Cl-] (calcium chloride dihydrate). Solvent: O (water), O (water). Conditions: temperature 40 celsius, time 15 minute. The product is [Ca] (calcium), FC1=CC=C(C=C1)C1=NC(=NC(=C1/C=C/[C@H](C[C@H](CC(=O)O)O)O)C(C)C)N(S(=O)(=O)C)C ((E)-7-[4-(4-fluorophenyl)-6-isopropyl-2-[methyl(methylsulfonyl)amino]pyrimidin-5-yl](3R,5S)-3,5-dihydroxyhept-6-enoic acid). Reaction SMILES: [F:1][C:2]1[CH:7]=[CH:6][C:5]([C:8]2[C:13](/[CH:14]=[CH:15]/[C@@H:16]([OH:24])[CH2:17][C@@H:18]([OH:23])[CH2:19][C:20]([OH:22])=[O:21])=[C:12]([CH:25]([CH3:27])[CH3:26])[N:11]=[C:10]([N:28]([CH3:33])[S:29]([CH3:32])(=[O:31])=[O:30])[N:9]=2)=[CH:4][CH:3]=1.O.O.[Cl-].[Ca+2:37].[Cl-]>O>[Ca:37].[F:1][C:2]1[CH:7]=[CH:6][C:5]([C:8]2[C:13](/[CH:14]=[CH:15]/[C@@H:16]([OH:24])[CH2:17][C@@H:18]([OH:23])[CH2:19][C:20]([OH:22])=[O:21])=[C:12]([CH:25]([CH3:27])[CH3:26])[N:11]=[C:10]([N:28]([CH3:33])[S:29]([CH3:32])(=[O:31])=[O:30])[N:9]=2)=[CH:4][CH:3]=1 |f:1.2.3.4.5|. Procedure details: (E)-7-[4-(4-Fluorophenyl)-6-isopropyl-2-[methyl(methylsulfonyl)amino]pyrimidin-5-yl](3R,5S)-3,5-dihydroxyhept-6-enoic acid TRIS salt (17.7 g) was dissolved in degassed water (120 ml) at 20° C. then the solution was heated to 40° C. A solution of calcium chloride dihydrate (2.6 g) in water (25 ml) was added dropwise at about 40° C. over 20 minutes. The mixture was stirred for 15 minutes, allowed to cool to 20° C. over 60 minutes, held at this temperature for a further 60 minutes and the resultant... Starting materials: 1-(2-methoxyphenyl)-cyclopropyl-carbonitrile, COC1=C(C=CC=C1)CC#N (2-methoxyphenylacetonitrile), lithium triisopropylamide, ClCCCl (1,2-dichloroethane), C1(=CC=CC=C1)C1(CCC1)CC(C(=O)O)=O (3-(1-phenyl-cyclobutyl)-2-oxo-propionic acid). The solvent is O1CCCC1 (tetrahydrofuran), CN(P(N(C)C)(N(C)C)=O)C (hexamethylphosphoric acid triamide). Yields the product COC1=C(C=CC=C1)C1(CC1)CC(C(=O)O)=O (3-[1-(2-Methoxyphenyl)-cyclopropyl]-2-oxo-propionic acid). Reaction SMILES: [CH3:1][O:2]C1C=CC=CC=1CC#N.ClCCCl.[C:16]1([C:22]2([CH2:26][C:27](=[O:31])[C:28]([OH:30])=[O:29])[CH2:25][CH2:24]C2)[CH:21]=[CH:20][CH:19]=[CH:18][CH:17]=1>O1CCCC1.CN(C)P(=O)(N(C)C)N(C)C>[CH3:1][O:2][C:21]1[CH:20]=[CH:19][CH:18]=[CH:17][C:16]=1[C:22]1([CH2:26][C:27](=[O:31])[C:28]([OH:30])=[O:29])[CH2:25][CH2:24]1. Procedure: Corresponding to J. Org. Chem. 40 (1975) 3497, 16.7 g of 2-methoxyphenylacetonitrile, 158 ml of lithium triisopropylamide (2 molar solution) and 46.7 ml of 1,2-dichloroethane in 96 ml of tetrahydrofuran and 58.6 ml of hexamethylphosphoric acid triamide are reacted with one another. 5.6 g of 1-(2-methoxyphenyl)-cyclopropyl-carbonitrile, boiling point 104-115° C. (0.1 mbar), which is further reacted as described for 3-(1-phenyl-cyclobutyl)-2-oxo-propionic acid, is obtained. 3-[1-(2-Methoxyphenyl)-... The reactants are C1CCNCC1, Cc1c(C(=O)N2CCN(C)CC2)c[nH]c1C=O, CCO, O=C1Cc2c(ncnc2Nc2ccc(F)c(Cl)c2)N1. Yields the product Cc1c(C(=O)N2CCN(C)CC2)c[nH]c1C=C1C(=O)Nc2ncnc(Nc3ccc(F)c(Cl)c3)c21. As a reaction SMILES: [CH2:37]1[CH2:38][CH2:39][NH:40][CH2:41][CH2:42]1.[CH3:20][c:21]1[c:22]([CH:35]=[O:36])[nH:23][cH:24][c:25]1[C:26](=[O:27])[N:28]1[CH2:29][CH2:30][N:31]([CH3:34])[CH2:32][CH2:33]1.[CH3:43][CH2:44][OH:45].[Cl:1][c:2]1[cH:3][c:4]([NH:9][c:10]2[c:11]3[c:12]([n:13][cH:14][n:15]2)[NH:16][C:17](=[O:19])[CH2:18]3)[cH:5][cH:6][c:7]1[F:8]>>[Cl:1][c:2]1[cH:3][c:4]([NH:9][c:10]2[c:11]3[c:12]([n:13][cH:14][n:15]2)[NH:16][C:17](=[O:19])[C:18]3=[CH:35][c:22]2[c:21]([CH3:20])[c:25]([C:26](=[O:27])[N:28]3[CH2:29][CH2:30][N:31]([CH3:34])[CH2:32][CH2:33]3)[cH:24][nH:23]2)[cH:5][cH:6][c:7]1[F:8].